This data is from the Open Reaction Database (ORD), a public repository of structured organic reaction records. The task is: describe an organic reaction: reactants, conditions, products, and yield Reactants: ClC1=C(C(C(C(C1(C)C)=O)(C)C)=O)C(=O)C=1C(=NC(=CC1)C(F)(F)F)C (5-chloro-2,2,6,6-tetramethyl-4-(2-methyl-6-trifluoromethylpyridine-3-carbonyl)cyclohex-4-ene-1,3-dione), BrN1C(CCC1=O)=O (N-bromsuccinimide), C(C1=CC=CC=C1)(=O)OOC(C1=CC=CC=C1)=O (dibenzoyl peroxide). Run in C(Cl)(Cl)(Cl)Cl (carbon tetrachloride). Product: BrCC1=NC(=CC=C1C(=O)C=1C(C(C(C(C1Cl)(C)C)=O)(C)C)=O)C(F)(F)F (4-(2-Bromomethyl-6-trifluoromethylpyridine-3-carbonyl)-5-chloro-2,2,6,6-tetramethylcyclohex-4-ene-1,3-dione). RXN SMILES: [Cl:1][C:2]1[C:7]([CH3:9])([CH3:8])[C:6](=[O:10])[C:5]([CH3:12])([CH3:11])[C:4](=[O:13])[C:3]=1[C:14]([C:16]1[C:17]([CH3:26])=[N:18][C:19]([C:22]([F:25])([F:24])[F:23])=[CH:20][CH:21]=1)=[O:15].[Br:27]N1C(=O)CCC1=O.C(OOC(=O)C1C=CC=CC=1)(=O)C1C=CC=CC=1>C(Cl)(Cl)(Cl)Cl>[Br:27][CH2:26][C:17]1[C:16]([C:14]([C:3]2[C:4](=[O:13])[C:5]([CH3:12])([CH3:11])[C:6](=[O:10])[C:7]([CH3:9])([CH3:8])[C:2]=2[Cl:1])=[O:15])=[CH:21][CH:20]=[C:19]([C:22]([F:23])([F:24])[F:25])[N:18]=1. Procedure details: 0.39 g (1 mmol) of 5-chloro-2,2,6,6-tetramethyl-4-(2-methyl-6-trifluoromethylpyridine-3-carbonyl)cyclohex-4-ene-1,3-dione and 0.20 g (1.1 mmol) of N-bromsuccinimide are refluxed in the presence of a catalytic amount of dibenzoyl peroxide in 10 ml of carbon tetrachloride. After the reaction has subsided, the resulting succinimide is removed by filtration and the crude product is purified by column chromatography (mobile phase: ethyl acetate/hexane 1:4). This gives pure 4-(2-bromomethyl-6-trifluor... Reactants: CCOC(=N)c1ccccc1, COC(CN)OC, CO, Cl, [Na+], [OH-]. The product is COC(CNC(=N)c1ccccc1)OC. Reaction SMILES: [C:2]([c:3]1[cH:4][cH:5][cH:6][cH:7][cH:8]1)([O:9][CH2:10][CH3:11])=[NH:12].[CH3:13][O:14][CH:15]([CH2:16][NH2:17])[O:18][CH3:19].[CH3:20][OH:21].[ClH:1].[Na+:23].[OH-:22]>>[C:2]([c:3]1[cH:4][cH:5][cH:6][cH:7][cH:8]1)(=[NH:12])[NH:17][CH2:16][CH:15]([O:14][CH3:13])[O:18][CH3:19].